This data is from the Open Reaction Database (ORD), a public repository of structured organic reaction records. The task is: describe an organic reaction: reactants, conditions, products, and yield Reactants: Cc1cc(Br)ccc1N, CC(C)(C)OC(=O)N1CCCC1C(=O)O, CCOCC, O=C(Cl)C(=O)Cl, ClCCl, c1ccncc1. Yields the product Cc1cc(Br)ccc1NC(=O)C1CCCN1C(=O)OC(C)(C)C. As a reaction SMILES: [Br:28][c:29]1[cH:30][c:31]([CH3:36])[c:32]([NH2:33])[cH:34][cH:35]1.[C:1]([CH3:2])([CH3:3])([CH3:4])[O:5][C:6](=[O:7])[N:8]1[CH:9]([C:13](=[O:14])[OH:15])[CH2:10][CH2:11][CH2:12]1.[CH3:37][CH2:38][O:39][CH2:40][CH3:41].[Cl:22][C:23]([C:24]([Cl:25])=[O:26])=[O:27].[Cl:42][CH2:43][Cl:44].[cH:16]1[cH:17][cH:18][n:19][cH:20][cH:21]1>>[C:1]([CH3:2])([CH3:3])([CH3:4])[O:5][C:6](=[O:7])[N:8]1[CH:9]([C:13](=[O:15])[NH:33][c:32]2[c:31]([CH3:36])[cH:30][c:29]([Br:28])[cH:35][cH:34]2)[CH2:10][CH2:11][CH2:12]1. Starting materials: OC1=C(C(N(C(=C1)C)C)=O)C(C=CC1=CC(=CC=C1)NC(=O)OC(C)(C)C)=O (4-hydroxy-3-[3-[3-(tert-butoxycarbonylamino)phenyl]-1-oxo-2-propenyl]-1,6-dimethyl-2(1H)-pyridinone), I[Si](C)(C)C (iodotrimethylsilane). Solvent: C(Cl)(Cl)Cl (chloroform). Run at time 8 hour. Yields the product OC1=C(C(N(C(=C1)C)C)=O)C(C=CC1=CC(=CC=C1)N)=O (4-hydroxy-3-[3-(3-aminophenyl)-1-oxo-2-propenyl]-1,6-dimethyl-2(1H)-pyridinone). The yield is 110.9%. As a reaction SMILES: [OH:1][C:2]1[CH:7]=[C:6]([CH3:8])[N:5]([CH3:9])[C:4](=[O:10])[C:3]=1[C:11](=[O:28])[CH:12]=[CH:13][C:14]1[CH:19]=[CH:18][CH:17]=[C:16]([NH:20]C(OC(C)(C)C)=O)[CH:15]=1.I[Si](C)(C)C>C(Cl)(Cl)Cl>[OH:1][C:2]1[CH:7]=[C:6]([CH3:8])[N:5]([CH3:9])[C:4](=[O:10])[C:3]=1[C:11](=[O:28])[CH:12]=[CH:13][C:14]1[CH:19]=[CH:18][CH:17]=[C:16]([NH2:20])[CH:15]=1. Procedure: To a solution of 2.00 g of 4-hydroxy-3-[3-[3-(tert-butoxycarbonylamino)phenyl]-1-oxo-2-propenyl]-1,6-dimethyl-2(1H)-pyridinone in 200 ml of chloroform was added 2.96 g of iodotrimethylsilane at room temperature, and this was stirred at room temperature overnight. The solvent was distilled off under reduced pressure, and the residue was washed with 60 ml of chloroform to obtain 1.64 g of 4-hydroxy-3-[3-(3-aminophenyl)-1-oxo-2-propenyl]-1,6-dimethyl-2(1H)-pyridinone as a yellow crystal. Reagents/catalysts: [Pd] (palladium on carbon). Product: FC(C=1C=C(C(=O)N2[C@@H](CNCC2)CC2=CC(=C(C=C2)C)O)C=C(C1)C(F)(F)F)(F)F ((2R)-1-[3,5-bis(trifluoromethyl)benzoyl]-2-(3-hydroxy-4-methylbenzyl)-piperazine). Procedure details: Into a mixed solution of methanol (270 l) and water (30 l) were charged (2R)-4-benzyl-1-[3,5-bis(trifluoromethyl)-benzoyl]-2-(3-hydroxy-4-methylbenzyl)piperazine (30.0 kg), ammonium formate (8.8 kg) and 10% palladium on carbon (wet condition: 50%, 1.5 kg). They were allowed to react at an inside temperature of 50 to 55° C. for 4 hours. After the reaction was completed, the reaction solution was cooled to room temperature, clarified and filtered, and washed with methanol (90 l). Water (480 l) was... Yield: 94.9%. Starting materials: CO (methanol), C(C1=CC=CC=C1)N1C[C@H](N(CC1)C(C1=CC(=CC(=C1)C(F)(F)F)C(F)(F)F)=O)CC1=CC(=C(C=C1)C)O ((2R)-4-benzyl-1-[3,5-bis(trifluoromethyl)-benzoyl]-2-(3-hydroxy-4-methylbenzyl)piperazine), C(=O)[O-].[NH4+] (ammonium formate). Run in O (water). As a reaction SMILES: CO.C([N:10]1[CH2:15][CH2:14][N:13]([C:16](=[O:31])[C:17]2[CH:22]=[C:21]([C:23]([F:26])([F:25])[F:24])[CH:20]=[C:19]([C:27]([F:30])([F:29])[F:28])[CH:18]=2)[C@H:12]([CH2:32][C:33]2[CH:38]=[CH:37][C:36]([CH3:39])=[C:35]([OH:40])[CH:34]=2)[CH2:11]1)C1C=CC=CC=1.C([O-])=O.[NH4+]>[Pd].O>[F:30][C:27]([F:28])([F:29])[C:19]1[CH:18]=[C:17]([CH:22]=[C:21]([C:23]([F:24])([F:25])[F:26])[CH:20]=1)[C:16]([N:13]1[CH2:14][CH2:15][NH:10][CH2:11][C@H:12]1[CH2:32][C:33]1[CH:38]=[CH:37][C:36]([CH3:39])=[C:35]([OH:40])[CH:34]=1)=[O:31] |f:2.3|. Starting materials: C(C)(=O)C1=C(C(=C(OCCCOC=2C(=C(C=CC2)NC(=O)C2=NN=NN2CC2=CC=C(C=C2)OC)C#N)C=C1)CCC)O (N-{3-[3-(4-acetyl-3-hydroxy-2-n-propylphenoxy)-propoxy]-2-cyanophenyl}-1-(4-methoxybenzyl)-tetrazole-5-carboxamide). The solvent is FC(C(=O)O)(F)F (trifluoroacetic acid), C1(=CC=CC=C1)OC (anisole). Product: C(C)(=O)C1=C(C(=C(OCCCOC=2C(=C(C=CC2)NC(=O)C2=NN=NN2)C#N)C=C1)CCC)O (N-{3-[3-(4-acetyl-3-hydroxy-2-n-propylphenoxy)-propoxy]-2-cyanophenyl}-1H-tetrazole-5-carboxamide). As a reaction SMILES: [C:1]([C:4]1[CH:39]=[CH:38][C:7]([O:8][CH2:9][CH2:10][CH2:11][O:12][C:13]2[C:14]([C:36]#[N:37])=[C:15]([NH:19][C:20]([C:22]3[N:26](CC4C=CC(OC)=CC=4)[N:25]=[N:24][N:23]=3)=[O:21])[CH:16]=[CH:17][CH:18]=2)=[C:6]([CH2:40][CH2:41][CH3:42])[C:5]=1[OH:43])(=[O:3])[CH3:2]>FC(F)(F)C(O)=O.C1(OC)C=CC=CC=1>[C:1]([C:4]1[CH:39]=[CH:38][C:7]([O:8][CH2:9][CH2:10][CH2:11][O:12][C:13]2[C:14]([C:36]#[N:37])=[C:15]([NH:19][C:20]([C:22]3[NH:23][N:24]=[N:25][N:26]=3)=[O:21])[CH:16]=[CH:17][CH:18]=2)=[C:6]([CH2:40][CH2:41][CH3:42])[C:5]=1[OH:43])(=[O:3])[CH3:2]. Procedure: A solution of 7.05 g (12.06 mmol) of N-{3-[3-(4-acetyl-3-hydroxy-2-n-propylphenoxy)-propoxy]-2-cyanophenyl}-1-(4-methoxybenzyl)-tetrazole-5-carboxamide in 150 ml of trifluoroacetic acid and 15 ml of anisole is heated under reflux for 30 minutes. The reaction mixture is concentrated under reduced pressure, approximately 200 ml of ether and 300 ml of petroleum ether are added and the crystals are filtered off. The resulting N-{3-[3-(4-acetyl-3-hydroxy-2-n-propylphenoxy)-propoxy]- 2-cyanophenyl}-1H... The reactants are CC1=C(C=CC=C1[N+](=O)[O-])NC(OCCCl)=O (β-chloroethyl N-(2-methyl-3-nitrophenyl)-carbamate), [OH-].[K+] (potassium hydroxide), C(C)(=O)O (acetic acid). The solvent is O (water). Conditions: temperature 80 celsius, time 3 hour. The product is OCCNC1=C(C(=CC=C1)[N+](=O)[O-])C (β-hydroxyethylamino-6-nitrotoluene). As a reaction SMILES: [CH3:1][C:2]1[C:7]([N+:8]([O-:10])=[O:9])=[CH:6][CH:5]=[CH:4][C:3]=1[NH:11][C:12](=O)OCCCl.[OH-].[K+].[C:20](O)(=[O:22])C>O>[OH:22][CH2:20][CH2:12][NH:11][C:3]1[CH:4]=[CH:5][CH:6]=[C:7]([N+:8]([O-:10])=[O:9])[C:2]=1[CH3:1] |f:1.2|. Procedure details: 25.8 g of the β-chloroethyl N-(2-methyl-3-nitrophenyl)-carbamate prepared under Example 3, stage 1, are initially introduced into the reaction vessel in 250 ml of water. The reaction mixture is heated to 80° C. and 35 g of 50% strength aqueous potassium hydroxide solution are then added in the course of one hour. After the mixture has been subsequently stirred at 75° C. for 3 hours, its pH is brought to 8 with glacial acetic acid, and the reaction mixture is cooled slowly. The product which has ... Reagents/catalysts: C=1C=CC(=CC1)/C=C/C(=O)/C=C/C2=CC=CC=C2.C=1C=CC(=CC1)/C=C/C(=O)/C=C/C2=CC=CC=C2.C=1C=CC(=CC1)/C=C/C(=O)/C=C/C2=CC=CC=C2.[Pd].[Pd] (tris(dibenzylideneacetone)dipalladium(0)). Reaction conditions: temperature 150 celsius. The reactants are C1(CCCCC1)P(C1CCCCC1)C1CCCCC1 (tricyclohexylphosphine), ClC1=C2N(C(C(=C1)NC1=CC(=NC=N1)NC(=O)C1CC1)=O)C(NC2=O)(C)C2=CC(=CC=C2)F (N-[6-[[8-chloro-3-(3-fluorophenyl)-3-methyl-1,5-dioxo-2H-imidazo[1,5-a]pyridin-6-yl]amino]pyrimidin-4-yl]cyclopropanecarboxamide), [Cu]C#N (copper(I) cyanide), [C-]#N.[Na+] (sodium cyanide). The product is CC1(NC(C=2N1C(C(=CC2C#N)NC2=NC=NC=C2)=O)=O)C (3,3-dimethyl-1,5-dioxo-6-(pyrimidin-4-ylamino)-2H-imidazo[1,5-a]pyridine-8-carbonitrile). Run in O1CCOCC1 (1,4-dioxane). Reported procedure: To a vial was added 8-chloro-3,3-dimethyl-6-(pyrimidin-4-ylamino)-2H-imidazo[1,5-c]pyridine-1,5-dione (1, 1000 mg, 3.27 mmol), copper(I) cyanide (293 mg, 3.27 mmol) and sodium cyanide (160 mg, 3.27 mmol) in 1,4-dioxane (10 mL) at room temperature under argon. The reaction was purged with argon for 5-10 min, followed by addition of tricyclohexylphosphine (92 mg, 0.33 mmol) and tris(dibenzylideneacetone)dipalladium(0) (299 mg, 0.33 mmol) under argon. The vial was then sealed and heated at 150° C. ... As a reaction SMILES: Cl[C:2]1[CH:7]=[C:6]([NH:8][C:9]2[N:14]=[CH:13][N:12]=[C:11](NC(C3CC3)=O)[CH:10]=2)[C:5](=[O:21])[N:4]2[C:22]([C:27]3C=CC=C(F)C=3)([CH3:26])[NH:23][C:24](=[O:25])[C:3]=12.[Cu][C:35]#[N:36].[C-]#N.[Na+].C1(P(C2CCCCC2)C2CCCCC2)CCCCC1>O1CCOCC1.C1C=CC(/C=C/C(/C=C/C2C=CC=CC=2)=O)=CC=1.C1C=CC(/C=C/C(/C=C/C2C=CC=CC=2)=O)=CC=1.C1C=CC(/C=C/C(/C=C/C2C=CC=CC=2)=O)=CC=1.[Pd].[Pd]>[CH3:26][C:22]1([CH3:27])[N:4]2[C:5](=[O:21])[C:6]([NH:8][C:9]3[CH:10]=[CH:11][N:12]=[CH:13][N:14]=3)=[CH:7][C:2]([C:35]#[N:36])=[C:3]2[C:24](=[O:25])[NH:23]1 |f:2.3,6.7.8.9.10|. Reactants: BrC1=CC=CC(=N1)N1C=C(C(C=C1)=O)OCC1=CC=C(C=C1)OC (6′-bromo-3-[(4-methoxybenzyl)oxy]-4H-1,2′-bipyridin-4-one), N1N=CC2=C(C=CC=C12)B(O)O (1H-indazol-4-ylboronic acid), complex. Reagents/catalysts: [Pd](Cl)Cl.C1(=CC=CC=C1)P([C-]1C=CC=C1)C1=CC=CC=C1.[C-]1(C=CC=C1)P(C1=CC=CC=C1)C1=CC=CC=C1.[Fe+2] (1,1′-bis(diphenylphosphino)ferrocene-palladium(II)dichloride). Run in C1CCOC1 (THF), C(=O)([O-])[O-].[Cs+].[Cs+] (Cs2CO3). Reaction conditions: temperature 160 celsius, time 1 hour. Product: OC1=CN(C=CC1=O)C1=NC(=CC=C1)C1=C2C=NNC2=CC=C1 (3-Hydroxy-6′-(1H-indazol-4-yl)-4H-1,2′-bipyridin-4-one). As a reaction SMILES: Br[C:2]1[N:7]=[C:6]([N:8]2[CH:13]=[CH:12][C:11](=[O:14])[C:10]([O:15]CC3C=CC(OC)=CC=3)=[CH:9]2)[CH:5]=[CH:4][CH:3]=1.[NH:25]1[C:33]2[C:28](=[C:29](B(O)O)[CH:30]=[CH:31][CH:32]=2)[CH:27]=[N:26]1>C1COCC1.C([O-])([O-])=O.[Cs+].[Cs+].[Pd](Cl)Cl.C1(P(C2C=CC=CC=2)[C-]2C=CC=C2)C=CC=CC=1.[C-]1(P(C2C=CC=CC=2)C2C=CC=CC=2)C=CC=C1.[Fe+2]>[OH:15][C:10]1[C:11](=[O:14])[CH:12]=[CH:13][N:8]([C:6]2[CH:5]=[CH:4][CH:3]=[C:2]([C:29]3[CH:30]=[CH:31][CH:32]=[C:33]4[C:28]=3[CH:27]=[N:26][NH:25]4)[N:7]=2)[CH:9]=1 |f:3.4.5,6.7.8.9|. Reported procedure: A mixture of 6′-bromo-3-[(4-methoxybenzyl)oxy]-4H-1,2′-bipyridin-4-one (40 mg, 0.1 mmol), 1H-indazol-4-ylboronic acid (32.5 mg, 0.2 mmol), and 1,1′-bis(diphenylphosphino)ferrocene-palladium(II)dichloride dichchloromethane complex (4 mg) in THF (2 mL) and 1 M aq. Cs2CO3 (1 mL) was heated under microwave irradiation at 160° C. for 10 min. After cooling to rt, the THF and aq. layers were separated and the aq. solution was extracted with THF (2×2 mL). The combined THF solution was treated with Quadr... The reactants are FC(F)P(C1=CC=CC=C1)(C1=CC=CC=C1)=O (difluoromethyldiphenylphosphine oxide), C(C)(C)[N-]C(C)C.[Li+] (lithium diisopropylamide), O1C(CCCC1)OC1=CC=2C=C[C@H]3[C@@H]4CCC([C@@]4(C)CC[C@@H]3C2C=C1)=O (3-tetrahydropyranyloxy-estra-1,3,5(10),6-tetraen-17-one), O (water). Run in O1CCCC1 (tetrahydrofuran), O1CCCC1 (tetrahydrofuran). Conditions: time 1 hour. Product: FC(=C1[C@]2(C)[C@@H](CC1)[C@@H]1C=CC=3C=C(C=CC3[C@H]1CC2)OC2OCCCC2)F (17-difluoromethylene-3-tetrahydropyranyloxy-estra-1,3,5(10), 6-tetraene). Isolated yield 100.4%. Reaction SMILES: [F:1][CH:2](P(=O)(C1C=CC=CC=1)C1C=CC=CC=1)[F:3].C([N-]C(C)C)(C)C.[Li+].[O:26]1[CH2:31][CH2:30][CH2:29][CH2:28][CH:27]1[O:32][C:33]1[CH:50]=[CH:49][C:48]2[C@@H:47]3[C@H:38]([C@H:39]4[C@@:43]([CH2:45][CH2:46]3)([CH3:44])[C:42](=O)[CH2:41][CH2:40]4)[CH:37]=[CH:36][C:35]=2[CH:34]=1.O>O1CCCC1>[F:1][C:2]([F:3])=[C:42]1[CH2:41][CH2:40][C@H:39]2[C@H:38]3[C@H:47]([CH2:46][CH2:45][C@:43]12[CH3:44])[C:48]1[CH:35]=[CH:34][C:33]([O:32][CH:27]2[CH2:28][CH2:29][CH2:30][CH2:31][O:26]2)=[CH:50][C:49]=1[CH:36]=[CH:37]3 |f:1.2|. Procedure: A solution of 715 mg of difluoromethyldiphenylphosphine oxide in 36 ml of tetrahydrofuran is slowly mixed with 1.42 ml of 2 M lithium diisopropylamide solution at a bath temperature of -50° C., and it is stirred for 1 hour. Then, a solution of 1 g of 3-tetrahydropyranyloxy-estra-1,3,5(10),6-tetraen-17-one in 10 ml of tetrahydrofuran is slowly added, stirred for 15 minutes, slowly heated at a bath temperature of from -50° C. to 100° C. and refluxed for 2.5 hours. For working-up, it is added to wa... The reactants are ClC1=NC=2N(C(=C1)N)N=C(N2)C=2OC=CC2 (5-chloro-2-furan-2-yl-[1,2,4]triazolo[1,5-a]pyrimidin-7-ylamine), C1[C@H]2N(CCN1)C[C@@H](CC2)CO (cis-(octahydro-pyrido[1,2-a]pyrazin-7-yl)-methanol), [F-].[Cs+] (CsF). Run in CS(=O)C (DMSO). Run at temperature 100 celsius, time 18 hour. The product is NC1=CC(=NC=2N1N=C(N2)C=2OC=CC2)N2CC1N(CC2)CC(CC1)CO ((7RS,9aRS)-[2-(7-Amino-2-furan-2-yl-[1,2,4]triazolo[1,5-a]pyrimidin-5-yl)-octahydro-pyrido[1,2-a]pyrazin-7-yl]-methanol). RXN SMILES: Cl[C:2]1[CH:7]=[C:6]([NH2:8])[N:5]2[N:9]=[C:10]([C:12]3[O:13][CH:14]=[CH:15][CH:16]=3)[N:11]=[C:4]2[N:3]=1.[CH2:17]1[NH:22][CH2:21][CH2:20][N:19]2[CH2:23][C@H:24]([CH2:27][OH:28])[CH2:25][CH2:26][C@@H:18]12.[F-].[Cs+]>CS(C)=O>[NH2:8][C:6]1[N:5]2[N:9]=[C:10]([C:12]3[O:13][CH:14]=[CH:15][CH:16]=3)[N:11]=[C:4]2[N:3]=[C:2]([N:22]2[CH2:21][CH2:20][N:19]3[CH2:23][CH:24]([CH2:27][OH:28])[CH2:25][CH2:26][CH:18]3[CH2:17]2)[CH:7]=1 |f:2.3|. Reported procedure: 5-chloro-2-furan-2-yl-[1,2,4]triazolo[1,5-a]pyrimidin-7-ylamine (1 eq; see WO 99/43678 A1), cis-(octahydro-pyrido[1,2-a]pyrazin-7-yl)-methanol (1-2 eq), and CsF (1-2 eq) were dissolved in DMSO. The mixture was stirred at around 100° C. for 18 hours. The solution was then cooled to room temperature, filtered, and purified by preparative HPLC using aqueous CH3CN (buffered with 0.1% TFA) to give the desired compound as a white solid. Alternatively, for scale up synthesis, the DMSO solvent was remov...